Task: describe an organic reaction: reactants, conditions, products, and yield. Dataset: the Open Reaction Database (ORD), a public repository of structured organic reaction records Starting materials: CC1=C(C=CC=C1)P(C2=C(C=CC=C2)C)C3=C(C=CC=C3)C (P(o-tol)3), BrC1=CC2=C(NCCOC2)N=C1 (3-Bromo-5,7,8,9-tetrahydro-6-oxa-1,9-diaza-benzocycloheptene), C(C=C)(=O)OC(C)(C)C (tert-butyl acrylate), C(C)N(C(C)C)C(C)C ((i-Pr)2EtN). The reagents and catalysts are CC(=O)[O-].CC(=O)[O-].[Pd+2] (Pd(OAc)2). Solvent: C(CC)#N.CN(C)C=O (proprionitrile DMF), ClCCl (dichloromethane). Reaction conditions: temperature 100 celsius. Product: C(C)(C)(C)OC(\C=C\C1=CC2=C(NCCOC2)N=C1)=O (3-(5,7,8,9-Tetrahydro-6-oxa-1,9-diaza-benzocyclohepten-3-yl)-acrylic acide tert-butyl ester). Reaction SMILES: Br[C:2]1[CH:12]=[N:11][C:5]2[NH:6][CH2:7][CH2:8][O:9][CH2:10][C:4]=2[CH:3]=1.[C:13]([O:17][C:18]([CH3:21])([CH3:20])[CH3:19])(=[O:16])[CH:14]=[CH2:15].C(N(C(C)C)C(C)C)C.CC1C=CC=CC=1P(C1C=CC=CC=1C)C1C=CC=CC=1C>C(#N)CC.CN(C=O)C.CC([O-])=O.CC([O-])=O.[Pd+2].ClCCl>[C:18]([O:17][C:13](=[O:16])/[CH:14]=[CH:15]/[C:2]1[CH:12]=[N:11][C:5]2[NH:6][CH2:7][CH2:8][O:9][CH2:10][C:4]=2[CH:3]=1)([CH3:21])([CH3:20])[CH3:19] |f:4.5,6.7.8|. Reported procedure: A solution of 3-Bromo-5,7,8,9-tetrahydro-6-oxa-1,9-diaza-benzocycloheptene (0.5 g, 2.2 mmol), tert-butyl acrylate (1.6 mL, 10.9 mmol) and (i-Pr)2EtN (1.1 mL, 6.5 mmol) in proprionitrile/DMF (20 mL/5 ml) was de-oxygenated with Ar for 30 min. The mixture was treated with Pd(OAc)2 (49 mg, 0.22 mmol) and P(o-tol)3 (133 mg, 0.44 mmol) then heated to 100° C. for 16 h. The hot mixture was filtered through a pad of celite. The filtrate was diluted with H2O (100 ml) then extracted with dichloromethane (1... Yields the product CC1Oc2cccc3nc4c(c(c23)N(Cc2ccccc2)C1=O)CCCC4. Reactants: BrCc1ccccc1, CC1Oc2cccc3nc4c(c(c23)NC1=O)CCCC4, CC(C)(C)[O-], CN(C)C=O, [K+], O. RXN SMILES: [Br:27][CH2:28][c:29]1[cH:30][cH:31][cH:32][cH:33][cH:34]1.[CH3:1][CH:2]1[O:3][c:4]2[c:5]3[c:6]([c:10]4[c:15]([n:16][c:17]3[cH:18][cH:19][cH:20]2)[CH2:14][CH2:13][CH2:12][CH2:11]4)[NH:7][C:8]1=[O:9].[CH3:21][C:22]([CH3:23])([O-:24])[CH3:25].[CH3:35][N:36]([CH3:37])[CH:38]=[O:39].[K+:26].[OH2:40]>>[CH3:1][CH:2]1[O:3][c:4]2[c:5]3[c:6]([c:10]4[c:15]([n:16][c:17]3[cH:18][cH:19][cH:20]2)[CH2:14][CH2:13][CH2:12][CH2:11]4)[N:7]([CH2:28][c:29]2[cH:30][cH:31][cH:32][cH:33][cH:34]2)[C:8]1=[O:9]. Yields the product N1(C=CC2=CC=CC=C12)CCO (2-(1H-Indol-1-yl)ethanol). Procedure details: A mixture of indole (5.71 g, 48.7 mmol), ethylene carbonate (4.72 g, 53.6 mmol) and K2CO3 (6.73 g, 48.7 mmol) in DMF (20 mL) was heated under reflux for 2 h. The reaction mixture was diluted with dichloromethane, filtered, and concentrated in vacuo. The light brown oily residue was purified by chromatography on silica gel (13×6 cm) using n-hexane/ethyl acetate (1:1) as eluent. This gave 1.78 g (23%) of the title compound as a beige oil. HRMS m/z calcd for C10H11NO (M)+ 161.0841, found 161.0849. ... Run in CN(C)C=O (DMF), ClCCl (dichloromethane). The reactants are N1C=CC2=CC=CC=C12 (indole), C1(OCCO1)=O (ethylene carbonate), C(=O)([O-])[O-].[K+].[K+] (K2CO3). RXN SMILES: [NH:1]1[C:9]2[C:4](=[CH:5][CH:6]=[CH:7][CH:8]=2)[CH:3]=[CH:2]1.C1(=O)O[CH2:13][CH2:12][O:11]1.C([O-])([O-])=O.[K+].[K+]>CN(C=O)C.ClCCl>[N:1]1([CH2:13][CH2:12][OH:11])[C:9]2[C:4](=[CH:5][CH:6]=[CH:7][CH:8]=2)[CH:3]=[CH:2]1 |f:2.3.4|. The reactants are O=C(NC1CCc2cc(Br)ccc2C1)c1ccc(OCC2CCCO2)cc1, C1CCOC1, CON(C)C(C)=O, [Li]C, [Li]CCCC, O. The product is CC(=O)c1ccc2c(c1)CCC(NC(=O)c1ccc(OCC3CCCO3)cc1)C2. RXN SMILES: [Br:1][c:2]1[cH:3][c:4]2[c:9]([cH:10][cH:11]1)[CH2:8][CH:7]([NH:12][C:13]([c:14]1[cH:15][cH:16][c:17]([O:20][CH2:21][CH:22]3[O:23][CH2:24][CH2:25][CH2:26]3)[cH:18][cH:19]1)=[O:27])[CH2:6][CH2:5]2.[CH2:43]1[O:44][CH2:45][CH2:46][CH2:47]1.[CH3:35][O:36][N:37]([C:38]([CH3:39])=[O:40])[CH3:41].[Li:28][CH3:29].[Li:30][CH2:31][CH2:32][CH2:33][CH3:34].[OH2:42]>>[c:2]1([C:38]([CH3:39])=[O:40])[cH:3][c:4]2[c:9]([cH:10][cH:11]1)[CH2:8][CH:7]([NH:12][C:13]([c:14]1[cH:15][cH:16][c:17]([O:20][CH2:21][CH:22]3[O:23][CH2:24][CH2:25][CH2:26]3)[cH:18][cH:19]1)=[O:27])[CH2:6][CH2:5]2. The reactants are ON1N=NC2=C1C=CC=C2 (1-Hydroxybenzotriazole), NCCC1=CNC2=CC=CC=C12 (tryptamine), CN1CCOCC1 (N-methylmorpholine), Cl.CN(C1(CCC(CC1)=CC(=O)O)C1=CC=C(C=C1)F)C ((4-dimethylamino-4-(4-fluorophenyl)cyclohexylidene)acetic acid hydrochloride), [OH-].[Na+] (sodium hydroxide), C1(CCCCC1)N=C=NC1CCCCC1 (dicyclohexylcarbodiimide). The solvent is CN(C=O)C (dimethylformamide), O (water). Reaction conditions: temperature 0 celsius, time 4 day. Product: CN(C1(CCC(CC1)=CC(=O)NCCC1=CNC2=CC=CC=C12)C1=CC=C(C=C1)F)C (2-[4-Dimethylamino-4-(4-fluorophenyl)cyclohexylidene]-N-[2-(1H-indol-3-yl)ethyl]acetamide). Isolated yield 95.0%. RXN SMILES: ON1C2C=CC=CC=2N=N1.[NH2:11][CH2:12][CH2:13][C:14]1[C:22]2[C:17](=[CH:18][CH:19]=[CH:20][CH:21]=2)[NH:16][CH:15]=1.CN1CCOCC1.Cl.[CH3:31][N:32]([CH3:50])[C:33]1([C:43]2[CH:48]=[CH:47][C:46]([F:49])=[CH:45][CH:44]=2)[CH2:38][CH2:37][C:36](=[CH:39][C:40](O)=[O:41])[CH2:35][CH2:34]1.C1(N=C=NC2CCCCC2)CCCCC1.[OH-].[Na+]>O.CN(C)C=O>[CH3:50][N:32]([CH3:31])[C:33]1([C:43]2[CH:44]=[CH:45][C:46]([F:49])=[CH:47][CH:48]=2)[CH2:38][CH2:37][C:36](=[CH:39][C:40]([NH:11][CH2:12][CH2:13][C:14]2[C:22]3[C:17](=[CH:18][CH:19]=[CH:20][CH:21]=3)[NH:16][CH:15]=2)=[O:41])[CH2:35][CH2:34]1 |f:3.4,6.7|. Procedure: 1-Hydroxybenzotriazole (864 mg, 6.4 mmol), tryptamine (512 mg, 3.2 mmol) and N-methylmorpholine (0.703 ml, 6.4 mmol) were added to a solution of (4-dimethylamino-4-(4-fluorophenyl)cyclohexylidene)acetic acid hydrochloride (840 mg, 3.2 mmol) in abs. dimethylformamide (25 ml) under argon. The solution was cooled to 0° C., dicyclohexylcarbodiimide (1.32 g, 6.4 mmol) was added and the mixture was stirred at RT for 4 d. Working up of the mixture was carried out by separating off the urea which had pr... Starting materials: N1=CC=CC2=CC=C(C=C12)NC(C)=O (N-(quinol-7-yl)acetamide), [OH-].[Na+] (NaOH). Yields the product N1=CC=CC=2CCC(CC12)NC(C)=O (N-(5,6,7,8-tetrahydroquinolin-7-yl)acetamide). Yield: 24.6%. As a reaction SMILES: [N:1]1[C:10]2[C:5](=[CH:6][CH:7]=[C:8]([NH:11][C:12](=[O:14])[CH3:13])[CH:9]=2)[CH:4]=[CH:3][CH:2]=1.[OH-].[Na+]>>[N:1]1[C:10]2[CH2:9][CH:8]([NH:11][C:12](=[O:14])[CH3:13])[CH2:7][CH2:6][C:5]=2[CH:4]=[CH:3][CH:2]=1 |f:1.2|. Reported procedure: Reaction of N-(quinol-7-yl)acetamide (33 mg, 0.177 mmol) using the general procedure for small scale hydrogenations (workup with NaOH in place of saturated NaHCO3) provided N-(5,6,7,8-tetrahydroquinolin-7-yl)acetamide (8.3 mg, 25%): 1H NMR □ 1.72-1.83 (m, 1H), 1.99 (s, 3H), 2.04-2.20 (m, 2H), 2.72-2.95 (m, 3H), 3.25 (dd, 1H, J=5, 17 Hz), 4.29-4.40 (m, 1H), 5.72 (br s, 1H), 7.05 (dd, 1H, J=4, 8 Hz), 7.38 (d, 1H, J=8 Hz), 8.35 (d, 1H, J=4 Hz); 13C NMR □ 23.9, 26.5, 28.7, 39.0, 45.6, 121.9, 131.4, ... The reactants are C(C1=CC=CC=C1)ON1[C@@H]2CC[C@H](N(C1=O)C2)C(=O)NOCC2OCCCN(C2)C(=O)OC(C)(C)C (tert-butyl 2-{[({[(2S,5R)-6-(benzyloxy)-7-oxo-1,6-diazabicyclo[3.2.1]oct-2-yl]carbonyl}amino)oxy]methyl}-1,4-oxazepane-4-carboxylate), [H][H] (hydrogen). The reagents and catalysts are [Pd] (Pd/C). Solvent: CO (methanol). Product: ON1[C@@H]2CC[C@H](N(C1=O)C2)C(=O)NOCC2OCCCN(C2)C(=O)OC(C)(C)C (tert-butyl 2-{[({[(2S,5R)-6-hydroxy-7-oxo-1,6-diazabicyclo[3.2.1]oct-2-yl]carbonyl}amino)oxy]methyl}-1,4-oxazepane-4-carboxylate). Yield: 78.0%. RXN SMILES: C([O:8][N:9]1[C:15](=[O:16])[N:14]2[CH2:17][C@H:10]1[CH2:11][CH2:12][C@H:13]2[C:18]([NH:20][O:21][CH2:22][CH:23]1[CH2:29][N:28]([C:30]([O:32][C:33]([CH3:36])([CH3:35])[CH3:34])=[O:31])[CH2:27][CH2:26][CH2:25][O:24]1)=[O:19])C1C=CC=CC=1.[H][H]>CO.[Pd]>[OH:8][N:9]1[C:15](=[O:16])[N:14]2[CH2:17][C@H:10]1[CH2:11][CH2:12][C@H:13]2[C:18]([NH:20][O:21][CH2:22][CH:23]1[CH2:29][N:28]([C:30]([O:32][C:33]([CH3:36])([CH3:35])[CH3:34])=[O:31])[CH2:27][CH2:26][CH2:25][O:24]1)=[O:19]. Procedure details: To a solution of tert-butyl 2-{[({[(2S,5R)-6-(benzyloxy)-7-oxo-1,6-diazabicyclo[3.2.1]oct-2-yl]carbonyl}amino)oxy]methyl}-1,4-oxazepane-4-carboxylate 132 (0.32 g, 0.63 mml) in methanol (20 mL) was added 5% Pd/C (0.30 g). The mixture was hydrogenated at 15 psi hydrogen atmosphere at room temperature for 1 h. The catalyst was filtered out through Celite, and the filtrate was evaporated to give tert-butyl 2-{[({[(2S,5R)-6-hydroxy-7-oxo-1,6-diazabicyclo[3.2.1]oct-2-yl]carbonyl}amino)oxy]methyl}-1,4-... The reactants are C12(CC3CC(CC(C1)C3)C2)CNC(=O)C2=CC(=NC=C2Cl)C#CCNC(OC(C)(C)C)=O (tert-butyl 3-(4-{[(1-adamantylmethyl)amino]carbonyl}-5-chloropyridin-2-yl)prop-2-ynylcarbamate), [H][H] (hydrogen). The reagents and catalysts are [Rh] (rhodium on carbon). Conditions: time 0.5 hour. The product is Cl.C12(CC3CC(CC(C1)C3)C2)CNC(C2=CC(=NC=C2Cl)CCCN)=O (N-(1-Adamantylmethyl)-2-(3-aminopropyl)-5-chloroisonicotinamide hydrochloride). Yield: 117.7%. Reaction SMILES: [C:1]12([CH2:11][NH:12][C:13]([C:15]3[C:20]([Cl:21])=[CH:19][N:18]=[C:17]([C:22]#[C:23][CH2:24][NH:25]C(=O)OC(C)(C)C)[CH:16]=3)=[O:14])[CH2:10][CH:5]3[CH2:6][CH:7]([CH2:9][CH:3]([CH2:4]3)[CH2:2]1)[CH2:8]2.[H][H]>[Rh]>[ClH:21].[C:1]12([CH2:11][NH:12][C:13](=[O:14])[C:15]3[C:20]([Cl:21])=[CH:19][N:18]=[C:17]([CH2:22][CH2:23][CH2:24][NH2:25])[CH:16]=3)[CH2:2][CH:3]3[CH2:4][CH:5]([CH2:6][CH:7]([CH2:9]3)[CH2:8]1)[CH2:10]2 |f:3.4|. Procedure: A stirred suspension of tert-butyl 3-(4-{[(1-adamantylmethyl)amino]carbonyl}-5-chloropyridin-2-yl)prop-2-ynylcarbamate (Example 6(i)) (0.34 g) and 5% rhodium on carbon was stirred under a positive pressure (2 barr) of hydrogen until no further uptake was observed. The mixture was filtered and concentrated. The residue was dissolved in a solution of hydrogen chloride in 1,4-dioxane (10 ml of a 4M solution) and left to stand for 0.5 hours. The solution was concentrated and the residue triturated w... Starting materials: [N+](=O)(O)[O-].[N+](=O)(O)[O-].COC=1C=C(C=CC1N1C=NC(=C1)C)NC(=N)N (N-[3-methoxy-4-(4-methyl-imidazol-1-yl)-phenyl]-guanidine dinitrate), O=C(C(=O)OCC)CC(C)=O (ethyl 2,4-dioxo-pentanoate), C([O-])([O-])=O.[K+].[K+] (potassium carbonate). Run in C(C)O (ethanol), C(C)(=O)OCC (ethyl acetate). Reaction conditions: temperature 170 celsius. Product: COC=1C=C(C=CC1N1C=NC(=C1)C)NC1=NC(=CC(=N1)C(=O)OCC)C (Ethyl 2-[3-methoxy-4-(4-methyl-imidazol-1-yl)-phenylamino]-6-methyl-pyrimidine-4-carboxylate). Yield: 62.3%. RXN SMILES: [N+]([O-])(O)=O.[N+]([O-])(O)=O.[CH3:9][O:10][C:11]1[CH:12]=[C:13]([NH:23][C:24]([NH2:26])=[NH:25])[CH:14]=[CH:15][C:16]=1[N:17]1[CH:21]=[C:20]([CH3:22])[N:19]=[CH:18]1.O=[C:28]([CH2:34][C:35](=O)[CH3:36])[C:29]([O:31][CH2:32][CH3:33])=[O:30].C(=O)([O-])[O-].[K+].[K+]>C(O)C.C(OCC)(=O)C>[CH3:9][O:10][C:11]1[CH:12]=[C:13]([NH:23][C:24]2[N:26]=[C:28]([C:29]([O:31][CH2:32][CH3:33])=[O:30])[CH:34]=[C:35]([CH3:36])[N:25]=2)[CH:14]=[CH:15][C:16]=1[N:17]1[CH:21]=[C:20]([CH3:22])[N:19]=[CH:18]1 |f:0.1.2,4.5.6|. Procedure details: A mixture of N-[3-methoxy-4-(4-methyl-imidazol-1-yl)-phenyl]-guanidine dinitrate (371 mg, 1.0 mmol), ethyl 2,4-dioxo-pentanoate (158 mg, 1.0 mmol) and potassium carbonate (69 mg, 0.5 mmol) in ethanol (2 mL) was heated in a sealed tube in a microwave oven to 170° C. for 0.5 h. The mixture was cooled, diluted with ethyl acetate (50 mL), and then washed with water (20 mL) and with brine (20 mL). The organic layer was dried over sodium sulfate and evaporated under reduced pressure. The residual mate... The reactants are COP(OC)(=O)C(C(C)=O)=[N+]=[N-] ((1-diazo-2-oxo-propyl)-phosphonic acid dimethyl ester), C(#C)C=1C=NC2=C(C=C(C=C2C1)OC(C(=O)NC(C=O)(C)COC)SC)C (2-(3-ethynyl-8-methyl-quinolin-6-yloxy)-N-(1-methoxymethyl-1-methyl-2-oxo-ethyl)-2-methylsulfanyl-acetamide), C(=O)([O-])[O-].[K+].[K+] (K2CO3). The solvent is C(C)(=O)OCC (ethyl acetate), CO (MeOH). Run at temperature 0 celsius, time 16 hour. Yields the product C(#C)C=1C=NC2=C(C=C(C=C2C1)OC(C(=O)NC(C#C)(C)COC)SC)C (2-(3-ethynyl-8-methyl-quinolin-6-yloxy)-N-(1-methoxymethyl-1-methyl-prop-2-ynyl)-2-methylsulfanyl-acetamide). Yield: 55.1%. As a reaction SMILES: [CH3:1]OP(C(=[N+]=[N-])C(=O)C)(=O)OC.[C:13]([C:15]1[CH:16]=[N:17][C:18]2[C:23]([CH:24]=1)=[CH:22][C:21]([O:25][CH:26]([S:37][CH3:38])[C:27]([NH:29][C:30]([CH2:34][O:35][CH3:36])([CH3:33])[CH:31]=O)=[O:28])=[CH:20][C:19]=2[CH3:39])#[CH:14].C([O-])([O-])=O.[K+].[K+]>CO.C(OCC)(=O)C>[C:13]([C:15]1[CH:16]=[N:17][C:18]2[C:23]([CH:24]=1)=[CH:22][C:21]([O:25][CH:26]([S:37][CH3:38])[C:27]([NH:29][C:30]([CH2:34][O:35][CH3:36])([CH3:33])[C:31]#[CH:1])=[O:28])=[CH:20][C:19]=2[CH3:39])#[CH:14] |f:2.3.4|. Reported procedure: A mixture of (1-diazo-2-oxo-propyl)-phosphonic acid dimethyl ester (Bestmann's reagent) (77 mg) and 2-(3-ethynyl-8-methyl-quinolin-6-yloxy)-N-(1-methoxymethyl-1-methyl-2-oxo-ethyl)-2-methylsulfanyl-acetamide (110 mg) in MeOH (10 ml) was cooled to 0° C. Solid K2CO3 (71 mg) was added and the mixture stirred during 16 hour allowing the temperature raising to 25° C. The reaction mixture was diluted with ethyl acetate and poured onto brine. The water phase was extracted twice with ethyl acetate and t...